Dataset: the Open Reaction Database (ORD), a public repository of structured organic reaction records. Task: describe an organic reaction: reactants, conditions, products, and yield The reactants are [Br-], C1CCOC1, C[Mg+], O=Cc1ccc(OC(F)F)c(OCC2CC2)c1, [Cl-], [NH4+]. Yields the product CC(O)c1ccc(OC(F)F)c(OCC2CC2)c1. RXN SMILES: [Br-:18].[CH2:23]1[O:24][CH2:25][CH2:26][CH2:27]1.[CH3:19][Mg+:20].[CH:1]1([CH2:4][O:5][c:6]2[cH:7][c:8]([CH:9]=[O:10])[cH:11][cH:12][c:13]2[O:14][CH:15]([F:16])[F:17])[CH2:2][CH2:3]1.[Cl-:21].[NH4+:22]>>[CH:1]1([CH2:4][O:5][c:6]2[cH:7][c:8]([CH:9]([OH:10])[CH3:19])[cH:11][cH:12][c:13]2[O:14][CH:15]([F:16])[F:17])[CH2:2][CH2:3]1.